Dataset: the Open Reaction Database (ORD), a public repository of structured organic reaction records. Task: describe an organic reaction: reactants, conditions, products, and yield Reactants: CO, COC(=O)c1nc(C)n2c1CN=C(c1ccccc1F)c1cc(Cl)ccc1-2, [K+], [OH-], O. Yields the product Cc1nc(C(=O)O)c2n1-c1ccc(Cl)cc1C(c1ccccc1F)=NC2. Reaction SMILES: [CH3:30][OH:31].[Cl:1][c:2]1[cH:3][cH:4][c:5]2[c:6]([cH:27]1)[C:7]([c:20]1[c:21]([F:26])[cH:22][cH:23][cH:24][cH:25]1)=[N:8][CH2:9][c:10]1[n:11]-2[c:12]([CH3:19])[n:13][c:14]1[C:15](=[O:16])[O:17][CH3:18].[K+:29].[OH-:28].[OH2:32]>>[Cl:1][c:2]1[cH:3][cH:4][c:5]2[c:6]([cH:27]1)[C:7]([c:20]1[c:21]([F:26])[cH:22][cH:23][cH:24][cH:25]1)=[N:8][CH2:9][c:10]1[n:11]-2[c:12]([CH3:19])[n:13][c:14]1[C:15](=[O:16])[OH:17]. Procedure details: To a solution of (1S,2S)-2-amino-3-methoxy-1-phenyl-1-propanol (1.0 g, 5.5 mmol) in tetrahydrofuran (10 mL) was slowly added 1,3-propane sultone (662 mg, 5.3 mmol). The mixture was stirred at reflux for 2.5 h. The reaction mixture was cooled to room temperature. The solid material was collected by filtration, washed with acetone (2×25 mL). The crude product was suspended 80% Acetone/EtOH. The suspension was stirred at reflux for 30 seconds. The solid product was collected by filtration and dried... RXN SMILES: [NH2:1][C@@H:2]([CH2:11][O:12][CH3:13])[C@H:3]([C:5]1[CH:10]=[CH:9][CH:8]=[CH:7][CH:6]=1)[OH:4].[CH2:14]1[CH2:20][S:17](=[O:19])(=[O:18])[O:16][CH2:15]1>O1CCCC1.O>[OH:4][C@@H:3]([C:5]1[CH:6]=[CH:7][CH:8]=[CH:9][CH:10]=1)[C@H:2]([NH:1][CH2:15][CH2:14][CH2:20][S:17]([OH:19])(=[O:18])=[O:16])[CH2:11][O:12][CH3:13]. Solvent: O (water), O1CCCC1 (tetrahydrofuran). Yields the product O[C@H]([C@@H](COC)NCCCS(=O)(=O)O)C1=CC=CC=C1 (3-[(1R,2S)-2-hydroxy-1-(methoxymethyl)-2-phenylethyl]amino-1-propanesulfonic acid). Reactants: N[C@H]([C@@H](O)C1=CC=CC=C1)COC ((1S,2S)-2-amino-3-methoxy-1-phenyl-1-propanol), C1COS(=O)(=O)C1 (1,3-propane sultone). The reactants are ClC1=C(C(=CC=C1)Cl)CS(=O)(=O)C=1C=C2/C(/C(NC2=CC1)=O)=C/C1=C(C(=C(N1)C)C(=O)O)C (5-[5-(2,6-dichloro-phenylmethanesulfonyl)-2-oxo-1,2-dihydro-indol-(3Z)-ylidenemethyl]-2,4-dimethyl-1H-pyrrole-3-carboxylic acid), C=1C=CC2=C(C1)N=NN2O (HOBt), C(CCl)Cl (EDC), C1(CC1)NC(=O)[C@H]1NC[C@@H](C1)O ((2S,4R)-4-hydroxy-pyrrolidine-2-carboxylic acid cyclopropylamide), TEA. Run in CN(C)C=O (DMF), C(Cl)Cl (DCM). Run at time 3 day. The product is C1(CC1)NC(=O)[C@H]1N(C[C@@H](C1)O)C(=O)C1=C(NC(=C1C)\C=C\1/C(NC2=CC=C(C=C12)S(=O)(=O)CC1=C(C=CC=C1Cl)Cl)=O)C ((2S,4R)-1-{5-[5-(2,6-Dichloro-phenylmethanesulfonyl)-2-oxo-1,2-dihydro-indol-(3Z)-ylidenemethyl]-2,4-dimethyl-1H-pyrrole-3-carbonyl}-4-hydroxy-pyrrolidine-2-carboxylic acid Cyclopropylamide). RXN SMILES: [Cl:1][C:2]1[CH:7]=[CH:6][CH:5]=[C:4]([Cl:8])[C:3]=1[CH2:9][S:10]([C:13]1[CH:14]=[C:15]2[C:19](=[CH:20][CH:21]=1)[NH:18][C:17](=[O:22])/[C:16]/2=[CH:23]\[C:24]1[NH:28][C:27]([CH3:29])=[C:26]([C:30]([OH:32])=O)[C:25]=1[CH3:33])(=[O:12])=[O:11].C1C=CC2N(O)N=NC=2C=1.C(Cl)CCl.[CH:48]1([NH:51][C:52]([C@@H:54]2[CH2:58][C@@H:57]([OH:59])[CH2:56][NH:55]2)=[O:53])[CH2:50][CH2:49]1>CN(C=O)C.C(Cl)Cl>[CH:48]1([NH:51][C:52]([C@@H:54]2[CH2:58][C@@H:57]([OH:59])[CH2:56][N:55]2[C:30]([C:26]2[C:25]([CH3:33])=[C:24](/[CH:23]=[C:16]3\[C:17](=[O:22])[NH:18][C:19]4[C:15]\3=[CH:14][C:13]([S:10]([CH2:9][C:3]3[C:2]([Cl:1])=[CH:7][CH:6]=[CH:5][C:4]=3[Cl:8])(=[O:11])=[O:12])=[CH:21][CH:20]=4)[NH:28][C:27]=2[CH3:29])=[O:32])=[O:53])[CH2:50][CH2:49]1. Reported procedure: To a mixture of 5-[5-(2,6-dichloro-phenylmethanesulfonyl)-2-oxo-1,2-dihydro-indol-(3Z)-ylidenemethyl]-2,4-dimethyl-1H-pyrrole-3-carboxylic acid (232 mg, 0.46 mmol), HOBt (68 mg, 0.51 mmol) and EDC (105 mg, 0.55 mmol) in DMF (8 mL) was added (2S,4R)-4-hydroxy-pyrrolidine-2-carboxylic acid cyclopropylamide (excess) and TEA (0.95 mL, 0.6 mmol). The mixture was stirred at rt for 3 days. The reaction was diluted with DCM (200 mL), washed with NH4Cl, NaHCO3, brine, dried and concentrated. The residue ... Reactants: C(F)(F)(F)C(F)(F)C(F)(F)OCC(F)(F)C(=O)O (CF3CF2CF2OCH2CF2COOH), N (ammonia), [OH-].[Na+] (sodium hydroxide). Product: C(F)(F)(F)C(F)(F)C(F)(F)OCC(F)(F)C(=O)[O-].[NH4+] (CF3CF2CF2OCH2CF2COONH4). RXN SMILES: [C:1]([C:5]([C:8]([O:11][CH2:12][C:13]([C:16]([OH:18])=[O:17])([F:15])[F:14])([F:10])[F:9])([F:7])[F:6])([F:4])([F:3])[F:2].[NH3:19].[OH-].[Na+]>>[C:1]([C:5]([C:8]([O:11][CH2:12][C:13]([C:16]([O-:18])=[O:17])([F:15])[F:14])([F:9])[F:10])([F:7])[F:6])([F:4])([F:3])[F:2].[NH4+:19] |f:2.3,4.5|. Procedure: An aqueous solution of CF3CF2CF2OCH2CF2COONH4 (20.2% by mass) was prepared in the same manner as in Synthesis Example 1 except that the CF3CF2CF2OCH2CF2COOH prepared in Synthesis Example 1 was neutralized to pH 7 using aqueous ammonia in lieu of the aqueous solution of sodium hydroxide. Procedure: To a solution of lithium diisopropylamide (1.5 Molar, 73.3 mL, 0.11 mole) in 150 mL of tetrahydrofuran at -78° C. is added slowly a solution of tetramethylpyrazine (13.6 g, 0.1 mole) in 100 mL of tetrahydrofuran. The mixture is allowed to warm to room temperature and then cooled to -78° C. A solution of α-hexylcinnamaldehyde (23.7 g, 0.11 mole) in 100 mL of tetrahydrofuran is added dropwise over 15 minutes. The solution is allowed to warm to room temperature, and then poured into an ice/dilute h... Isolated yield 113.5%. RXN SMILES: C([N-]C(C)C)(C)C.[Li+].[CH3:9][C:10]1[N:15]=[C:14]([CH3:16])[C:13]([CH3:17])=[N:12][C:11]=1[CH3:18].[CH2:19]([C:25](=[CH:28][C:29]1[CH:34]=[CH:33][CH:32]=[CH:31][CH:30]=1)[CH:26]=[O:27])[CH2:20][CH2:21][CH2:22][CH2:23][CH3:24]>O1CCCC1>[CH2:19]([C:25](=[CH:28][C:29]1[CH:30]=[CH:31][CH:32]=[CH:33][CH:34]=1)[CH:26]([OH:27])[CH2:18][C:11]1[C:10]([CH3:9])=[N:15][C:14]([CH3:16])=[C:13]([CH3:17])[N:12]=1)[CH2:20][CH2:21][CH2:22][CH2:23][CH3:24] |f:0.1|. Starting materials: C(CCCCC)C(C=O)=CC1=CC=CC=C1 (α-hexylcinnamaldehyde), C(C)(C)[N-]C(C)C.[Li+] (lithium diisopropylamide), CC1=C(N=C(C(=N1)C)C)C (tetramethylpyrazine), ice. Run in O1CCCC1 (tetrahydrofuran), O1CCCC1 (tetrahydrofuran), O1CCCC1 (tetrahydrofuran). Product: C(CCCCC)C(C(CC1=NC(=C(N=C1C)C)C)O)=CC1=CC=CC=C1 (2-(3-Hexyl-2-hydroxy-4-phenyl-3-buten-1-yl)3,5,6-trimethylpyrazine).